Dataset: the Open Reaction Database (ORD), a public repository of structured organic reaction records. Task: describe an organic reaction: reactants, conditions, products, and yield RXN SMILES: Br[C:2]1[C:3]([CH3:33])=[CH:4][C:5]([O:29][CH:30]([CH3:32])[CH3:31])=[C:6]([NH:8][C:9]2[N:14]=[C:13]([NH:15][C:16]3[CH:21]=[CH:20][CH:19]=[CH:18][C:17]=3[S:22]([CH:25]([CH3:27])[CH3:26])(=[O:24])=[O:23])[C:12]([CH3:28])=[CH:11][N:10]=2)[CH:7]=1.[C:34]([Si:36]([CH3:39])([CH3:38])[CH3:37])#[CH:35].C(N(CC)C(C)C)(C)C>O1CCOCC1.C1C=CC(C#N)=CC=1.C1C=CC(C#N)=CC=1.Cl[Pd]Cl.[Cu]I>[CH:30]([O:29][C:5]1[CH:4]=[C:3]([CH3:33])[C:2]([C:35]#[C:34][Si:36]([CH3:39])([CH3:38])[CH3:37])=[CH:7][C:6]=1[NH:8][C:9]1[N:14]=[C:13]([NH:15][C:16]2[CH:21]=[CH:20][CH:19]=[CH:18][C:17]=2[S:22]([CH:25]([CH3:27])[CH3:26])(=[O:24])=[O:23])[C:12]([CH3:28])=[CH:11][N:10]=1)([CH3:32])[CH3:31] |f:4.5.6|. Run at temperature 22 celsius, time 20 hour. Procedure: A mixture of N2-(5-Bromo-2-isopropoxy-4-methyl-phenyl)-5-methyl-N4-[2-(propane-2-sulfonyl)-phenyl]-pyrimidine-2,4-diamine (Example 5, Step 4, 110 mg, 0.21 mmol), ethynyl-trimethyl-silane (0.14 mL), N,N-diisopropyl ethylamine (0.10 mL), PdCl2(PhCN)2 (12 mg), tBu3PHBF4 (17 mg), and CuI (4 mg) in 1 mL 1,4-dioxane is stirred at 22° C. for 20 hrs followed by heating at 60° C. for an additional 2 hrs. The reaction mixture is filtered through a small Celite plug and concentrated. The residue is purifie... Reactants: BrC=1C(=CC(=C(C1)NC1=NC=C(C(=N1)NC1=C(C=CC=C1)S(=O)(=O)C(C)C)C)OC(C)C)C (N2-(5-Bromo-2-isopropoxy-4-methyl-phenyl)-5-methyl-N4-[2-(propane-2-sulfonyl)-phenyl]-pyrimidine-2,4-diamine), C(#C)[Si](C)(C)C (ethynyl-trimethyl-silane), C(C)(C)N(C(C)C)CC (N,N-diisopropyl ethylamine). The solvent is O1CCOCC1 (1,4-dioxane). Yields the product C(C)(C)OC1=C(C=C(C(=C1)C)C#C[Si](C)(C)C)NC1=NC=C(C(=N1)NC1=C(C=CC=C1)S(=O)(=O)C(C)C)C (N2-(2-Isopropoxy-4-methyl-5-trimethylsilanylethynyl-phenyl)-5-methyl-N4-[2-(propane-2-sulfonyl)-phenyl]-pyrimidine-2,4-diamine). Reagents/catalysts: C1=CC=C(C=C1)C#N.C1=CC=C(C=C1)C#N.Cl[Pd]Cl (PdCl2(PhCN)2), [Cu]I (CuI).